This data is from the Open Reaction Database (ORD), a public repository of structured organic reaction records. The task is: describe an organic reaction: reactants, conditions, products, and yield Reactants: NCC(O)C1=CC(=C(C=C1)F)Cl (2-amino-1-(3-chloro-4fluorophenyl)ethanol), C(#N)[BH3-].[Na+] (sodium cyanoborohydride), O=C(COC1=CC=C(C=C1)CC(=O)OC)C (methyl 4-(2-oxopropoxy)phenylacetate), C1=CC=CC=C1 (benzene). Solvent: CO (methanol). Yields the product COC(=O)CC1=CC=C(OCC(C)NCC(O)C2=CC(=C(C=C2)F)Cl)C=C1 (2-[2-(4-Methoxycarbonylmethylphenoxy)-1-methylethyl]amino-1-(3-chloro-4-fluorophenyl)ethanol). Isolated yield 52.9%. As a reaction SMILES: [NH2:1][CH2:2][CH:3]([C:5]1[CH:10]=[CH:9][C:8]([F:11])=[C:7]([Cl:12])[CH:6]=1)[OH:4].O=[C:14]([CH3:28])[CH2:15][O:16][C:17]1[CH:22]=[CH:21][C:20]([CH2:23][C:24]([O:26][CH3:27])=[O:25])=[CH:19][CH:18]=1.C1C=CC=CC=1.C([BH3-])#N.[Na+]>CO>[CH3:27][O:26][C:24]([CH2:23][C:20]1[CH:19]=[CH:18][C:17]([O:16][CH2:15][CH:14]([NH:1][CH2:2][CH:3]([C:5]2[CH:10]=[CH:9][C:8]([F:11])=[C:7]([Cl:12])[CH:6]=2)[OH:4])[CH3:28])=[CH:22][CH:21]=1)=[O:25] |f:3.4|. Procedure: Following a procedure similar to that described in Example 3, but using 3.0 g of 2-amino-1-(3-chloro-4fluorophenyl)ethanol (prepared as described in Preparation 40), 4.22 g of methyl 4-(2-oxopropoxy)phenylacetate (prepared as described in Preparation 3), 80 ml of benzene, 60 ml of absolute methanol and 3.5 g of sodium cyanoborohydride, and then purifying the reaction product by column chromatography through silica gel, using ethyl acetate as the eluent, 3.31 g of the title compound were obtained... Reactants: C(C)(C)(C)OC(=O)N1CC2=CC=C(C=C2C1)Br (5-Bromo-1,3-dihydro-isoindole-2-carboxylic acid tert-butyl ester), N1CCCC1 (pyrrolidine). Product: C(C)(C)(C)OC(=O)N1CC2=CC=C(C=C2C1)N1CCCC1 (5-Pyrrolidin-1-yl-1,3-dihydro-isoindole-2-carboxylic acid tert-butyl ester). Reaction SMILES: [C:1]([O:5][C:6]([N:8]1[CH2:16][C:15]2[C:10](=[CH:11][CH:12]=[C:13](Br)[CH:14]=2)[CH2:9]1)=[O:7])([CH3:4])([CH3:3])[CH3:2].[NH:18]1[CH2:22][CH2:21][CH2:20][CH2:19]1>>[C:1]([O:5][C:6]([N:8]1[CH2:16][C:15]2[C:10](=[CH:11][CH:12]=[C:13]([N:18]3[CH2:22][CH2:21][CH2:20][CH2:19]3)[CH:14]=2)[CH2:9]1)=[O:7])([CH3:4])([CH3:3])[CH3:2]. Procedure: Prepared in analogy to Example A3(d) from 5-Bromo-1,3-dihydro-isoindole-2-carboxylic acid tert-butyl ester (CAS: 201940-08-1) and pyrrolidine. Orange solid. MS (m/e): 289.2 (M+H+, 100%). The reactants are CCCCCCC1C(=O)Oc2c(Oc3ccccc3C)cccc21, CO, [K+], [OH-]. Product: CCCCCCC(C(=O)O)c1cccc(Oc2ccccc2C)c1O. Reaction SMILES: [CH2:1]([CH2:2][CH2:3][CH2:4][CH2:5][CH3:6])[CH:7]1[C:8](=[O:24])[O:9][c:10]2[c:11]1[cH:12][cH:13][cH:14][c:15]2[O:16][c:17]1[c:18]([CH3:23])[cH:19][cH:20][cH:21][cH:22]1.[CH3:27][OH:28].[K+:26].[OH-:25]>>[CH2:1]([CH2:2][CH2:3][CH2:4][CH2:5][CH3:6])[CH:7]([C:8]([OH:24])=[O:25])[c:11]1[c:10]([OH:9])[c:15]([O:16][c:17]2[c:18]([CH3:23])[cH:19][cH:20][cH:21][cH:22]2)[cH:14][cH:13][cH:12]1. The reactants are COC(=O)c1ccc(C(C)(C)C)cc1, C[Al](C)C, CO, Cc1ccccc1, Nc1cc2ccccc2nc1Cl, ClCCCl. Product: CC(C)(C)c1ccc(C(=O)Nc2cc3ccccc3nc2Cl)cc1. As a reaction SMILES: [C:24]([CH3:25])([CH3:26])([CH3:27])[c:28]1[cH:29][cH:30][c:31]([C:32](=[O:33])[O:34][CH3:35])[cH:36][cH:37]1.[CH3:1][Al:2]([CH3:3])[CH3:4].[CH3:42][OH:43].[CH3:5][c:6]1[cH:7][cH:8][cH:9][cH:10][cH:11]1.[Cl:12][c:13]1[n:14][c:15]2[cH:16][cH:17][cH:18][cH:19][c:20]2[cH:21][c:22]1[NH2:23].[Cl:38][CH2:39][CH2:40][Cl:41]>>[Cl:12][c:13]1[n:14][c:15]2[cH:16][cH:17][cH:18][cH:19][c:20]2[cH:21][c:22]1[NH:23][C:32]([c:31]1[cH:30][cH:29][c:28]([C:24]([CH3:25])([CH3:26])[CH3:27])[cH:37][cH:36]1)=[O:33]. Starting materials: CC(C)(C)[Si](C)(C)Oc1cccc(I)c1, CC(=O)[O-], CC(=O)[O-], CCCCN(CCCC)CCCC, CC(C)(C)OC(=O)N1C=CC(c2cc(Cl)ccc2F)C1, CN(C)C=O, [Pd+2], c1ccc([As](c2ccccc2)c2ccccc2)cc1. Yields the product CC(C)(C)OC(=O)N1CC(c2cc(Cl)ccc2F)=CC1c1cccc(O[Si](C)(C)C(C)(C)C)c1. Reaction SMILES: [C:21]([CH3:22])([CH3:23])([CH3:24])[Si:25]([CH3:26])([CH3:27])[O:28][c:29]1[cH:30][c:31]([I:35])[cH:32][cH:33][cH:34]1.[C:73]([O-:74])(=[O:75])[CH3:76].[C:78]([O-:79])(=[O:80])[CH3:81].[CH3:36][CH2:37][CH2:38][CH2:39][N:40]([CH2:41][CH2:42][CH2:43][CH3:44])[CH2:45][CH2:46][CH2:47][CH3:48].[Cl:1][c:2]1[cH:3][cH:4][c:5]([F:20])[c:6]([CH:8]2[CH2:9][N:10]([C:13](=[O:14])[O:15][C:16]([CH3:17])([CH3:18])[CH3:19])[CH:11]=[CH:12]2)[cH:7]1.[O:68]=[CH:69][N:70]([CH3:71])[CH3:72].[Pd+2:77].[cH:49]1[cH:50][cH:51][c:52]([As:53]([c:54]2[cH:55][cH:56][cH:57][cH:58][cH:59]2)[c:60]2[cH:61][cH:62][cH:63][cH:64][cH:65]2)[cH:66][cH:67]1>>[Cl:1][c:2]1[cH:3][cH:4][c:5]([F:20])[c:6]([C:8]2=[CH:12][CH:11]([c:31]3[cH:30][c:29]([O:28][Si:25]([C:21]([CH3:22])([CH3:23])[CH3:24])([CH3:26])[CH3:27])[cH:34][cH:33][cH:32]3)[N:10]([C:13](=[O:14])[O:15][C:16]([CH3:17])([CH3:18])[CH3:19])[CH2:9]2)[cH:7]1. Starting materials: [H-].[Na+] (NaH), IC=1C=C(C=CC1)/C=C/C(=O)OCC (ethyl (2E)-3-(3-iodophenyl)acrylate), CS(=O)C (DMSO). Run at temperature 65 celsius, time 2 hour. Yields the product IC=1C=C(C=CC1)[C@H]1[C@@H](C1)C(=O)OCC (ethyl (1R,2R)-2-(3-iodophenyl)cyclopropanecarboxylate). Reaction SMILES: [H-].[Na+].[I:3][C:4]1[CH:5]=[C:6](/[CH:10]=[CH:11]/[C:12]([O:14][CH2:15][CH3:16])=[O:13])[CH:7]=[CH:8][CH:9]=1.[CH3:17]S(C)=O>>[I:3][C:4]1[CH:5]=[C:6]([C@@H:10]2[CH2:17][C@H:11]2[C:12]([O:14][CH2:15][CH3:16])=[O:13])[CH:7]=[CH:8][CH:9]=1 |f:0.1|. Procedure: Me3SOI (379 mg, 1.72 mmol) was suspended in 3 mL of DMSO. NaH (60% suspension in mineral oil, 70 mg, 1.72 mmol) was added. Stirred at room temperature before the 3-iodoethyl cinnamate (400 mg, 1.32 mmol) from Example 1A was added. The resulting mixture was heated at 65° C. for 20 minutes before it was stirred at room temperature for 2 hours. The resulting mixture was then worked up by partitioning between diethyl ether and water. The organic layer was washed with water and brine, dried over MgSO...